This data is from the Open Reaction Database (ORD), a public repository of structured organic reaction records. The task is: describe an organic reaction: reactants, conditions, products, and yield Reactants: O=C([O-])[O-], C#CCBr, [I-], [K+], [K+], [K+], CN(C)C=O, COc1ccc(-c2cc(C=O)ccc2O)cc1. Yields the product C#CCOc1ccc(C=O)cc1-c1ccc(OC)cc1. RXN SMILES: [C:18](=[O:19])([O-:20])[O-:21].[CH2:26]([C:27]#[CH:28])[Br:29].[I-:25].[K+:22].[K+:23].[K+:24].[O:30]=[CH:31][N:32]([CH3:33])[CH3:34].[OH:1][c:2]1[c:3](-[c:10]2[cH:11][cH:12][c:13]([O:16][CH3:17])[cH:14][cH:15]2)[cH:4][c:5]([CH:6]=[O:7])[cH:8][cH:9]1>>[O:1]([c:2]1[c:3](-[c:10]2[cH:11][cH:12][c:13]([O:16][CH3:17])[cH:14][cH:15]2)[cH:4][c:5]([CH:6]=[O:7])[cH:8][cH:9]1)[CH2:28][C:27]#[CH:26]. Reactants: sodium 1-(2-bromo-phenyl)-ethoxymethyl trifluoroborate, C([O-])([O-])=O.[Cs+].[Cs+] (cesium carbonate), O1CCOCC1 (1,4-dioxane), O (water), O (water), CCCCCCC (heptane). The reagents and catalysts are C=1C=CC(=CC1)[P](C=2C=CC=CC2)(C=3C=CC=CC3)[Pd]([P](C=4C=CC=CC4)(C=5C=CC=CC5)C=6C=CC=CC6)([P](C=7C=CC=CC7)(C=8C=CC=CC8)C=9C=CC=CC9)[P](C=1C=CC=CC1)(C=1C=CC=CC1)C=1C=CC=CC1 (tetrakis(triphenylphosphine)palladium(0)). Conditions: temperature 135 celsius, time 90 minute. Yields the product CC1OCC2=CC=CC=C12 (1-methyl-1,3-dihydro-isobenzofuran). Isolated yield 41.0%. RXN SMILES: C(=O)([O-])[O-].[Cs+].[Cs+].O1[CH2:12][CH2:11][O:10][CH2:9][CH2:8]1.O.[CH3:14][CH2:15][CH2:16][CH2:17][CH2:18]CC>C1C=CC([P]([Pd]([P](C2C=CC=CC=2)(C2C=CC=CC=2)C2C=CC=CC=2)([P](C2C=CC=CC=2)(C2C=CC=CC=2)C2C=CC=CC=2)[P](C2C=CC=CC=2)(C2C=CC=CC=2)C2C=CC=CC=2)(C2C=CC=CC=2)C2C=CC=CC=2)=CC=1>[CH3:8][CH:9]1[C:18]2[C:12](=[CH:14][CH:15]=[CH:16][CH:17]=2)[CH2:11][O:10]1 |f:0.1.2,^1:24,26,45,64|. Procedure details: The mixture of sodium 1-(2-bromo-phenyl)-ethoxymethyl trifluoroborate (30 mg, 0.092 mmol) synthesized in Example 20, tetrakis(triphenylphosphine)palladium(0) (13 mg, 0.018 mmol), cesium carbonate (90 mg, 0.28 mmol), 1,4-dioxane (1.0 ml), and water (0.10 ml) was stirred at 135° C. for 90 minutes under microwave irradiation. The reaction mixture was cooled to room temperature, and then water and heptane were added thereto, followed by filtration with Celite. The organic layer of the filtrate was s... Reactants: Brc1ccccc1, CN1CCCC1=O, [Na+], O=[Ca], Cc1ccc(S(=O)[O-])cc1. Yields the product Cc1ccc(-c2ccccc2)cc1. Reaction SMILES: [Br:12][c:13]1[cH:14][cH:15][cH:16][cH:17][cH:18]1.[CH3:21][N:22]1[CH2:23][CH2:24][CH2:25][C:26]1=[O:27].[Na+:11].[O:19]=[Ca:20].[c:1]1([CH3:10])[cH:2][cH:3][c:4]([S:7]([O-:8])=[O:9])[cH:5][cH:6]1>>[c:1]1([CH3:10])[cH:2][cH:3][c:4](-[c:13]2[cH:14][cH:15][cH:16][cH:17][cH:18]2)[cH:5][cH:6]1.